Dataset: the Open Reaction Database (ORD), a public repository of structured organic reaction records. Task: describe an organic reaction: reactants, conditions, products, and yield Reactants: C1(=CC=CC=C1)S(=O)(=O)OC[C@@H](NC(=O)OC(C)(C)C)CCC1=CC=CC=C1 (Boc-homophenylalaninol benzenesulfonate), ClC=1C=CC(=CC1)C(=O)OO (4-chloroperbenzoic acid), OS(=O)[O-].[Na+] (NaHSO3), C1(=CC=CC=C1)S (thiophenol), [H-].[Na+] (sodium hydride). Solvent: C1CCOC1 (THF), [OH-].[Na+] (NaOH), CO (Methanol), [OH-].[Na+] (NaOH), C1CCOC1 (THF). Run at temperature 0 celsius, time 10 minute. The product is C(C)(C)(C)OC(=O)N[C@H](CS(=O)(=O)C1=CC=CC=C1)CCC1=CC=CC=C1 ((S)-2-tert-butoxycarbonylamino-4-phenyl-1-phenylsulfonylbutane). Reaction SMILES: C1(S)C=CC=CC=1.[H-].[Na+].C1(S(O[CH2:20][C@H:21]([CH2:30][CH2:31][C:32]2[CH:37]=[CH:36][CH:35]=[CH:34][CH:33]=2)[NH:22][C:23]([O:25][C:26]([CH3:29])([CH3:28])[CH3:27])=[O:24])(=O)=O)C=CC=CC=1.Cl[C:39]1[CH:40]=[CH:41][C:42](C(OO)=O)=[CH:43][CH:44]=1.[OH:49][S:50]([O-])=[O:51].[Na+]>C1COCC1.[OH-].[Na+].CO>[C:26]([O:25][C:23]([NH:22][C@@H:21]([CH2:30][CH2:31][C:32]1[CH:33]=[CH:34][CH:35]=[CH:36][CH:37]=1)[CH2:20][S:50]([C:39]1[CH:40]=[CH:41][CH:42]=[CH:43][CH:44]=1)(=[O:51])=[O:49])=[O:24])([CH3:27])([CH3:28])[CH3:29] |f:1.2,5.6,8.9|. Reported procedure: To a solution of thiophenol (0.653 mL, 6.36 mmol) in THF (5 mL) was added sodium hydride (0.254 g, 6.36 mmol as a 60% mineral oil dispersion. The mixture was stirred for 10 minutes. A solution of Boc-homophenylalaninol benzenesulfonate (2.58 g, 6.36 mmol) in THF (5 mL) was added. The solution was stirred at room temperature for 10 minutes. Methanol (2 mL) was then added, and the mixture was heated at reflux for 1 hour. The solution was cooled, diluted with 1M NaOH (25 mL), extracted with CH2Cl2 ... Starting materials: stannic chloride, C(C)OC1=CC=C(C=C1)OCC (1,4-diethoxybenzene), COC(Cl)Cl (1,1-dichloromethyl methyl ether), CCOCC (ether). Solvent: C(Cl)Cl (methylene chloride), C(Cl)Cl (methylene chloride). Conditions: time 5 minute. The product is C(C)OC1=C(C=O)C=C(C=C1)OCC (2,5-Diethoxybenzaldehyde). Yield: 92.0%. Reaction SMILES: [CH2:1]([O:3][C:4]1[CH:9]=[CH:8][C:7]([O:10][CH2:11][CH3:12])=[CH:6][CH:5]=1)[CH3:2].[CH3:13][O:14]C(Cl)Cl.CCOCC>C(Cl)Cl>[CH2:11]([O:10][C:7]1[CH:8]=[CH:9][C:4]([O:3][CH2:1][CH3:2])=[CH:5][C:6]=1[CH:13]=[O:14])[CH3:12]. Procedure details: A mixture of 1,4-diethoxybenzene (24.9 g 0.150 mole) and 1,1-dichloromethyl methyl ether (18 g., 0.157 mole) in methylene chloride (80 ml.) was added with stirring during 20 minutes to a solution of stannic chloride (39 g., 0.150 mole) in methylene chloride (150 ml.) at approximately 0° C. The solution was then stirred at this temperature for 5 minutes and quenched by addition of aqueous hydrochloric acid (6 N., 100 ml.) which was added rapidly. The organic phase was separated washed with satura... Reactants: [H-].[Al+3].[Li+].[H-].[H-].[H-] (lithium aluminum hydride), [H-].[Al+3].[Li+].[H-].[H-].[H-] (lithium aluminum hydride), C(C)OC(=O)N1CC2=C(C(C1)=O)C=CO2 (6-ethoxycarbonyl-4,5,6,7-tetrahydrofuro[2,3-c]pyridin-4-one), ice. The solvent is C1CCOC1 (THF), C1CCOC1 (THF). Yields the product CN1CC2=C(C(C1)O)C=CO2 (6-Methyl-4,5,6,7-tetrahydrofuro[2,3-c]pyridin-4-ol). Isolated yield 79.9%. RXN SMILES: C(O[C:4]([N:6]1[CH2:11][C:10](=[O:12])[C:9]2[CH:13]=[CH:14][O:15][C:8]=2[CH2:7]1)=O)C.[H-].[Al+3].[Li+].[H-].[H-].[H-]>C1COCC1>[CH3:4][N:6]1[CH2:11][CH:10]([OH:12])[C:9]2[CH:13]=[CH:14][O:15][C:8]=2[CH2:7]1 |f:1.2.3.4.5.6|. Reported procedure: A solution of 1.76 g of 6-ethoxycarbonyl-4,5,6,7-tetrahydrofuro[2,3-c]pyridin-4-one prepared in the step 4 in 20 mL of dry THF was slowly dropped into an ice-cooled solution of 0.45 g of lithium aluminum hydride in 20 mL of dry THF. The reaction solution was gradually heated followed by heating to reflux for 30 minutes. The reaction solution was cooled, an excess of lithium aluminum hydride was decomposed by a gradual addition of ice thereto and the mixture was subjected to extraction with ethyl... Reactants: CN(C)c1ccc([Zn](C)(C)(C)([Li])[Li])cc1 (effective_coupling_partner), COc1cccc2ccccc12 (substrate). Reagents/catalysts: PCy3. Run at temperature 50 celsius, time 9 hour. The product is CN(C)c3ccc(c1cccc2ccccc12)cc3. Yields the product C(=O)(O)C=1N=C2N(C3=CC=C(C=C3NC2=O)C(F)(F)F)C1CN1CCN(CC1)C (2-Carboxy-I -(4-methyl-1-piperazinyl)methyl-7-trifluoromethylimidazo[1,2-a]quinoxalin-4(5H)-one). RXN SMILES: C([O:3][C:4]([C:6]1[N:7]=[C:8]2[C:17](=[O:18])[NH:16][C:15]3[C:10](=[CH:11][CH:12]=[C:13]([C:19]([F:22])([F:21])[F:20])[CH:14]=3)[N:9]2[C:23]=1[CH2:24][N:25]1[CH2:30][CH2:29][N:28]([CH3:31])[CH2:27][CH2:26]1)=[O:5])C>Br>[C:4]([C:6]1[N:7]=[C:8]2[C:17](=[O:18])[NH:16][C:15]3[C:10](=[CH:11][CH:12]=[C:13]([C:19]([F:21])([F:22])[F:20])[CH:14]=3)[N:9]2[C:23]=1[CH2:24][N:25]1[CH2:26][CH2:27][N:28]([CH3:31])[CH2:29][CH2:30]1)([OH:5])=[O:3]. Reported procedure: A solution of 2-ethoxycarbonyl-1-(4-methyl-1-piperazinyl)methyl-7-trifluoromethylimidazo[1,2-a]quinoxalin-4(5H)-one (Example 11) (380 mg, 0.87 mmol) in hydrobromic acid (48% in water) (20 ml) was stirred at 80° C. for 30 h. The mixture was concentrated in vacuo and the residue stirred with ether. The product which was isolated by filtration was recrystallized from methanol/ether to afford 260 mg (57%) of the title compound as a HBr salt. M.p. >240° C. The yield is 73.0%. The reactants are C(C)OC(=O)C=1N=C2N(C3=CC=C(C=C3NC2=O)C(F)(F)F)C1CN1CCN(CC1)C (2-Ethoxycarbonyl-1-(4-methyl-1-piperazinyl) methyl-7-trifluoromethylimidazo[1,2-a]quinoxalin-4(5H)-one). Run in Br (hydrobromic acid). Starting materials: Cl (hydrochloric acid), C1=CC=CC=2CC3=CC=CC=C3C(C12)=O (anthrone). Reagents/catalysts: [Zn] (zinc). Solvent: C(C)(=O)O (acetic acid). Yields the product C1=CC=CC2=CC3=CC=CC=C3C(=C12)C=1C2=CC=CC=C2C=C2C=CC=CC12 (9,9′-bianthryl). RXN SMILES: Cl.[CH:2]1[C:15]2[C:14](=O)[C:13]3[C:8](=[CH:9][CH:10]=[CH:11][CH:12]=3)[CH2:7][C:6]=2[CH:5]=[CH:4][CH:3]=1>[Zn].C(O)(=O)C>[CH:2]1[C:15]2[C:6](=[CH:7][C:8]3[C:13]([C:14]=2[C:7]2[C:8]4[C:13]([CH:14]=[C:15]5[C:6]=2[CH:5]=[CH:4][CH:3]=[CH:2]5)=[CH:12][CH:11]=[CH:10][CH:9]=4)=[CH:12][CH:11]=[CH:10][CH:9]=3)[CH:5]=[CH:4][CH:3]=1. Procedure: After hydrochloric acid was added to an acetic acid solution of anthrone, it was refluxed upon addition of zinc. Thereafter it was refined in accordance with an ordinary method to obtain 9,9′-bianthryl. After it was added little by little to a melt of aluminum chloride and sodium chloride, the reaction mixture was poured into diluted hydrochloric acid and a solids constituent was collected. The solids constituent thus obtained was refined in accordance with an ordinary method to obtain target di... Starting materials: CCOC(=O)c1ccc2cc(C#CC3=C(C)CCCC3(C)C)ccc2c1, CCO, [K+], [OH-], O. Product: CC1=C(C#Cc2ccc3cc(C(=O)O)ccc3c2)C(C)(C)CCC1. RXN SMILES: [CH2:1]([CH3:2])[O:3][C:4](=[O:5])[c:6]1[cH:7][c:8]2[cH:9][cH:10][c:11]([C:16]#[C:17][C:18]3=[C:19]([CH3:26])[CH2:20][CH2:21][CH2:22][C:23]3([CH3:24])[CH3:25])[cH:12][c:13]2[cH:14][cH:15]1.[CH3:29][CH2:30][OH:31].[K+:28].[OH-:27].[OH2:32]>>[O:3]=[C:4]([OH:5])[c:6]1[cH:7][c:8]2[cH:9][cH:10][c:11]([C:16]#[C:17][C:18]3=[C:19]([CH3:26])[CH2:20][CH2:21][CH2:22][C:23]3([CH3:24])[CH3:25])[cH:12][c:13]2[cH:14][cH:15]1. The reactants are C(C)(C)(C)OC(=O)NC(C(=O)O)C1=CC=C(C=C1)C (2-(tert-butoxycarbonylamino)-2-p-tolylacetic acid), C(=NC1CCCCC1)=NC1CCCCC1 (N,N′-methanediylidenedicyclohexanamine), N1(N=NC2=C1C=CC=C2)O (1H-benzo[d][1,2,3]triazol-1-ol), N12C[C@@H](C(CC1)CC2)O ((R)-quinuclidin-3-ol). Run in C1CCOC1 (THF). Conditions: time 15 hour. Yields the product C(C)(C)(C)OC(=O)NC(C(=O)O[C@H]1CN2CCC1CC2)C2=CC=C(C=C2)C ((R)-quinuclidin-3-yl 2-(tert-butoxycarbonylamino)-2-p-tolylacetate). Isolated yield 56.6%. As a reaction SMILES: [C:1]([O:5][C:6]([NH:8][CH:9]([C:13]1[CH:18]=[CH:17][C:16]([CH3:19])=[CH:15][CH:14]=1)[C:10]([OH:12])=[O:11])=[O:7])([CH3:4])([CH3:3])[CH3:2].C(=NC1CCCCC1)=NC1CCCCC1.N1(O)C2C=CC=CC=2N=N1.[N:45]12[CH2:52][CH2:51][CH:48]([CH2:49][CH2:50]1)[C@@H:47](O)[CH2:46]2>C1COCC1>[C:1]([O:5][C:6]([NH:8][CH:9]([C:13]1[CH:18]=[CH:17][C:16]([CH3:19])=[CH:15][CH:14]=1)[C:10]([O:12][C@@H:47]1[CH:48]2[CH2:51][CH2:52][N:45]([CH2:50][CH2:49]2)[CH2:46]1)=[O:11])=[O:7])([CH3:4])([CH3:3])[CH3:2]. Procedure details: To a solution of 2-(tert-butoxycarbonylamino)-2-p-tolylacetic acid (I40) (1.29 g, 4.86 mmol) in THF (70 ml), are added N,N′-methanediylidenedicyclohexanamine (1.20 g, 5.83 mmol), 1H-benzo[d][1,2,3]triazol-1-ol (0.79 g, 5.83 mmol), and (R)-quinuclidin-3-ol (0.74 g, 5.83 mmol). The reaction was stirred at RT for 15 hours, and then solvent was evaporated. The residue was taken up with DCM, the insoluble solid was filtered off, and the organic solution was washed twice with aq. Na2CO3 and then brine... Reactants: C(C)C1=NNC2=CC=C(C=C12)\C=C(/C#N)\C(C)=O ((2E)-2-[(3-Ethyl-1H-indazol-5-yl)methylidene]-3-oxobutanenitrile), O1C(CC(C1)=O)=O (furan-2,4(3H,5H)-dione), C(C)(=O)[O-].[NH4+] (ammonium acetate). Yields the product C(C)C1=NNC2=CC=C(C=C12)C1C2=C(NC(=C1C#N)C)COC2=O (4-(3-Ethyl-1H-indazol-5-yl)-2-methyl-5-oxo-1,4,5,7-tetrahydrofuro[3,4-b]pyridine-3-carbonitrile). As a reaction SMILES: [CH2:1]([C:3]1[C:11]2[C:6](=[CH:7][CH:8]=[C:9](/[CH:12]=[C:13](/[C:16](=O)[CH3:17])\[C:14]#[N:15])[CH:10]=2)[NH:5][N:4]=1)[CH3:2].[O:19]1[CH2:23][C:22](=O)[CH2:21][C:20]1=[O:25].C([O-])(=O)C.[NH4+:30]>>[CH2:1]([C:3]1[C:11]2[C:6](=[CH:7][CH:8]=[C:9]([CH:12]3[C:13]([C:14]#[N:15])=[C:16]([CH3:17])[NH:30][C:22]4[CH2:23][O:19][C:20](=[O:25])[C:21]3=4)[CH:10]=2)[NH:5][N:4]=1)[CH3:2] |f:2.3|. Procedure: The title compound was prepared from 600 mg (2.508 mmol) (2E)-2-[(3-ethyl-1H-indazol-5-yl)-methylidene]-3-oxobutanenitrile (Example 7A), 256 mg (2.508 mmol) furan-2,4(3H,5H)-dione and 232 mg (3.010 mmol) ammonium acetate in analogy to the procedure described in Example 1 yielding 98 mg (12% of th.) of the racemic compound after purification by flash chromatography (silica gel; dichloromethane/methanol gradient, final mixture 30:1 v/v). The reactants are C(#N)C1=CC=C(C=C1)NC=1C=NC=NC1 (5-[(4-cyanophenyl)amino]pyrimidine), ClC1=CC=C(CCl)C=C1 (4-chlorobenzyl chloride). Yields the product ClC1=CC=C(CN(C2=CC=C(C=C2)C#N)C=2C=NC=NC2)C=C1 (5-[N-(4-Chlorobenzyl)-N-(4-cyanophenyl)amino]pyrimidine). As a reaction SMILES: [C:1]([C:3]1[CH:8]=[CH:7][C:6]([NH:9][C:10]2[CH:11]=[N:12][CH:13]=[N:14][CH:15]=2)=[CH:5][CH:4]=1)#[N:2].[Cl:16][C:17]1[CH:24]=[CH:23][C:20]([CH2:21]Cl)=[CH:19][CH:18]=1>>[Cl:16][C:17]1[CH:24]=[CH:23][C:20]([CH2:21][N:9]([C:10]2[CH:15]=[N:14][CH:13]=[N:12][CH:11]=2)[C:6]2[CH:7]=[CH:8][C:3]([C:1]#[N:2])=[CH:4][CH:5]=2)=[CH:19][CH:18]=1. Procedure details: Starting compounds: 5-[(4-cyanophenyl)amino]pyrimidine and 4-chlorobenzyl chloride